describe an organic reaction: reactants, conditions, products, and yield From a dataset of the Open Reaction Database (ORD), a public repository of structured organic reaction records. RXN SMILES: [Cl:1][C:2]1[C:3]([N:8]2[C:12]([C:13]([O:15]C)=[O:14])=[CH:11][C:10]([C:17]3[CH2:21][C:20]([C:26]4[CH:31]=[C:30]([Cl:32])[CH:29]=[C:28]([Cl:33])[CH:27]=4)([C:22]([F:25])([F:24])[F:23])[O:19][N:18]=3)=[N:9]2)=[N:4][CH:5]=[CH:6][CH:7]=1.[OH-].[Na+].Cl>O.C(O)C>[Cl:1][C:2]1[C:3]([N:8]2[C:12]([C:13]([OH:15])=[O:14])=[CH:11][C:10]([C:17]3[CH2:21][C:20]([C:26]4[CH:27]=[C:28]([Cl:33])[CH:29]=[C:30]([Cl:32])[CH:31]=4)([C:22]([F:25])([F:23])[F:24])[O:19][N:18]=3)=[N:9]2)=[N:4][CH:5]=[CH:6][CH:7]=1 |f:1.2|. Solvent: O (water), C(C)O (ethanol). Procedure: 0.9 g of methyl 1-(3-chloropyridin-2-yl)-3-[5-(3,5-dichlorophenyl)-5-(trifluoromethyl)-4,5-dihydro-1,2-oxazol-3-yl]-1H-pyrazole-5-carboxylate were dissolved in a mixture of 10 ml of water and 20 ml of ethanol, 0.2 g of sodium hydroxide were added and the mixture was stirred at RT for 3 h. The reaction was acidified with 2N hydrochloric acid, extracted three times with methyl tert-butyl ether and dried over magnesium sulphate. The product was obtained after distillative removal of the solvent. Product: ClC=1C(=NC=CC1)N1N=C(C=C1C(=O)O)C1=NOC(C1)(C(F)(F)F)C1=CC(=CC(=C1)Cl)Cl (1-(3-chloropyridin-2-yl)-3-[5-(3,5-dichlorophenyl)-5-(trifluoromethyl)-4,5-dihydro-1,2-oxazol-3-yl]-1H-pyrazole-5-carboxylic acid). The reactants are ClC=1C(=NC=CC1)N1N=C(C=C1C(=O)OC)C1=NOC(C1)(C(F)(F)F)C1=CC(=CC(=C1)Cl)Cl (methyl 1-(3-chloropyridin-2-yl)-3-[5-(3,5-dichlorophenyl)-5-(trifluoromethyl)-4,5-dihydro-1,2-oxazol-3-yl]-1H-pyrazole-5-carboxylate), [OH-].[Na+] (sodium hydroxide), Cl (hydrochloric acid). Run at time 3 hour. The reactants are CC=1C=C(C[C@H](N)C(=O)O)C=CC1 (3-methyl-L-phenylalanine), C(=O)([O-])[O-].[Na+].[Na+] (Na2CO3), C1(=CC=CC=C1)C(C(=O)Cl)C1=CC=CC=C1 (diphenylacetyl chloride). Run in O (water), C1CCOC1 (THF). Reaction conditions: time 8 hour. Yields the product CC=1C=C(C[C@H](NC(C(C2=CC=CC=C2)C2=CC=CC=C2)=O)C(=O)O)C=CC1 (3-methyl-N-(2,2-diphenylacetyl)-L-phenylalanine). As a reaction SMILES: [CH3:1][C:2]1[CH:3]=[C:4]([CH:11]=[CH:12][CH:13]=1)[CH2:5][C@@H:6]([C:8]([OH:10])=[O:9])[NH2:7].C([O-])([O-])=O.[Na+].[Na+].[C:20]1([CH:26]([C:30]2[CH:35]=[CH:34][CH:33]=[CH:32][CH:31]=2)[C:27](Cl)=[O:28])[CH:25]=[CH:24][CH:23]=[CH:22][CH:21]=1>O.C1COCC1>[CH3:1][C:2]1[CH:3]=[C:4]([CH:11]=[CH:12][CH:13]=1)[CH2:5][C@@H:6]([C:8]([OH:10])=[O:9])[NH:7][C:27](=[O:28])[CH:26]([C:20]1[CH:25]=[CH:24][CH:23]=[CH:22][CH:21]=1)[C:30]1[CH:35]=[CH:34][CH:33]=[CH:32][CH:31]=1 |f:1.2.3|. Reported procedure: To a solution of 3-methyl-L-phenylalanine (1.8 g, 10.06 mmol) and Na2CO3 (3.2 g, 3.0.18 mmol) in water (150 mL) is added a solution of diphenylacetyl chloride (2.32 g, 10.06 mmol) in THF (150 mL), and the resulting solution is stirred vigorously at room temperature overnight. The THF is then evaporated and the aqueous layer is diluted with 6% aqueous Na2CO3 (100 mL), and washed with Et2O (3×150 mL). The aqueous layer is then acidified to pH 1 with conc. HCl, and the resulting slurry is extracted... Starting materials: CC=1N=C(SC1)[C@@H]1N(CCC1)C(=O)C=1C=C(C(=O)OC)C=CC1 ((R)-methyl 3-(2-(4-methylthiazol-2-yl)pyrrolidine-1-carbonyl)benzoate), [Li+].[OH-] (LiOH), Cl (HCl). Run in O (water), C1CCOC1 (THF). Run at time 1 hour. Yields the product CC=1N=C(SC1)[C@@H]1N(CCC1)C(=O)C=1C=C(C(=O)O)C=CC1 ((R)-3-(2-(4-methylthiazol-2-yl)pyrrolidine-1-carbonyl)benzoic acid). The yield is 85.1%. Reaction SMILES: [CH3:1][C:2]1[N:3]=[C:4]([C@H:7]2[CH2:11][CH2:10][CH2:9][N:8]2[C:12]([C:14]2[CH:15]=[C:16]([CH:21]=[CH:22][CH:23]=2)[C:17]([O:19]C)=[O:18])=[O:13])[S:5][CH:6]=1.[Li+].[OH-].Cl>C1COCC1.O>[CH3:1][C:2]1[N:3]=[C:4]([C@H:7]2[CH2:11][CH2:10][CH2:9][N:8]2[C:12]([C:14]2[CH:15]=[C:16]([CH:21]=[CH:22][CH:23]=2)[C:17]([OH:19])=[O:18])=[O:13])[S:5][CH:6]=1 |f:1.2|. Procedure: To the solution of (R)-methyl 3-(2-(4-methylthiazol-2-yl)pyrrolidine-1-carbonyl)benzoate (155 mg, 0.49 mmol) in THF (5 mL) was added 1N LiOH (2 mL) and the reaction mixture was stirred at rt for 1 h. Then the volatiles were removed on a rotavap under reduced pressure. Then reaction mixture was diluted with water, acidified with 1N HCl to pH ˜3 and extracted with ethyl acetate. Organic layer was dried and evaporated to yield 132 mg of the acid (R)-3-(2-(4-methylthiazol-2-yl)pyrrolidine-1-carbonyl... The reactants are BrCc1ccccc1, COC(C)(C)C, C1CCOC1, CC(C)(C)[O-], [K+], CN(C)C=O, O, O=c1[nH]c2cccc3c2n1CC=C3. The product is O=c1n(Cc2ccccc2)c2cccc3c2n1CC=C3. Reaction SMILES: [Br:25][CH2:26][c:27]1[cH:28][cH:29][cH:30][cH:31][cH:32]1.[C:39]([O:40][CH3:41])([CH3:42])([CH3:43])[CH3:44].[CH2:20]1[O:21][CH2:22][CH2:23][CH2:24]1.[CH3:14][C:15]([CH3:16])([O-:17])[CH3:18].[K+:19].[O:33]=[CH:34][N:35]([CH3:36])[CH3:37].[OH2:38].[nH:1]1[c:2](=[O:13])[n:3]2[c:12]3[c:7]([cH:8][cH:9][cH:10][c:11]13)[CH:6]=[CH:5][CH2:4]2>>[n:1]1([CH2:26][c:27]2[cH:28][cH:29][cH:30][cH:31][cH:32]2)[c:2](=[O:13])[n:3]2[c:12]3[c:7]([cH:8][cH:9][cH:10][c:11]13)[CH:6]=[CH:5][CH2:4]2. Reactants: [H-].[Na+] (sodium hydride), C(CC(=O)OCC=C)(=O)OCC=C (diallyl malonate), BrCCCCC(=O)OC (methyl 5-bromovalerate). The solvent is O1CCOCC1 (dioxane), O1CCOCC1 (dioxane). Conditions: time 20 minute. The product is C(CCCCC(=O)OC)(C(=O)OCC=C)C(=O)OCC=C (1,1-Diallyl 5-methyl 1,1,5-pentanetricarboxylate). As a reaction SMILES: [H-].[Na+].[C:3]([O:12][CH2:13][CH:14]=[CH2:15])(=[O:11])[CH2:4][C:5]([O:7][CH2:8][CH:9]=[CH2:10])=[O:6].Br[CH2:17][CH2:18][CH2:19][CH2:20][C:21]([O:23][CH3:24])=[O:22]>O1CCOCC1>[CH:4]([C:5]([O:7][CH2:8][CH:9]=[CH2:10])=[O:6])([C:3]([O:12][CH2:13][CH:14]=[CH2:15])=[O:11])[CH2:17][CH2:18][CH2:19][CH2:20][C:21]([O:23][CH3:24])=[O:22] |f:0.1|. Procedure: 1.50 g (52.22 mmol) of sodium hydride were added carefully to a solution of 2.00 g (69.62 mmol) of diallyl malonate in 700 ml of dioxane. After the evolution of gas had ended, the mixture was stirred at room temperature for 20 min, and a solution of 7.00 g (34.81 mmol) of methyl 5-bromovalerate in 120 ml of dioxane was added dropwise. The solution was stirred at 110° C. for 16 h. The resulting precipitate was filtered off, the solvent was removed and the residue was taken up in water. The mixtur... Starting materials: C(OC)(OC)=O (dimethyl carbonate), CN1C(CCC1)C1=CN(C=CC1[Si](C)(C)C)[Si](C)(C)C (3-(1-methylpyrrolidin-2-yl)-1,4-bis-trimethylsilanyl-1,4-dihydropyridine), CCCC[N+](CCCC)(CCCC)CCCC.[F-] (TBAF). The solvent is C1CCOC1 (THF), C1CCOC1 (THF). Reaction conditions: time 1 hour. The product is COC(=O)N1C=C(CC=C1)C1N(CCC1)C (3-(1-methylpyrrolidin-2-yl)-4H-pyridine-1-carboxylic acid methyl ester). Isolated yield 91.0%. RXN SMILES: [C:1](=[O:6])(OC)[O:2][CH3:3].[CH3:7][N:8]1[CH2:12][CH2:11][CH2:10][CH:9]1[C:13]1[CH:18]([Si](C)(C)C)[CH:17]=[CH:16][N:15]([Si](C)(C)C)[CH:14]=1.CCCC[N+](CCCC)(CCCC)CCCC.[F-]>C1COCC1>[CH3:3][O:2][C:1]([N:15]1[CH:16]=[CH:17][CH2:18][C:13]([CH:9]2[CH2:10][CH2:11][CH2:12][N:8]2[CH3:7])=[CH:14]1)=[O:6] |f:2.3|. Procedure details: To a solution of dimethyl carbonate (0.05 mL, 0.6 mmol) in 2 mL of dry THF was slowly added 3-(1-methylpyrrolidin-2-yl)-1,4-bis-trimethylsilanyl-1,4-dihydropyridine I (0.2 mL, 0.68 mmol). A solution of TBAF in THF (0.06 mL, 0.06 mmol) was then introduced dropwise and the reaction mixture was stirred at RT for 1 h. The reaction was quenched with a saturated aqueous solution of NaHCO3. The aqueous layer was extracted with ether (2 times), and the combined organic layers were washed with brine and ...